Dataset: the Open Reaction Database (ORD), a public repository of structured organic reaction records. Task: describe an organic reaction: reactants, conditions, products, and yield The reactants are ClC1=C(C=C(C=C1)Cl)C1(CCCC1)CC#N ([1-(2,5-dichlorophenyl)-cyclopentyl]-acetonitrile), [NH4+].[Cl-] (NH4Cl), C[Al](C)C (AlMe3), C(C)(=O)OCC (ethyl acetate). Solvent: C(Cl)(Cl)Cl (CHCl3), C1(=CC=CC=C1)C (toluene), CCCCCC (hexane), C1(=CC=CC=C1)C (toluene). Reaction conditions: time 2 hour. Product: Cl.ClC1=C(C=C(C=C1)Cl)C1(CCCC1)CC(=N)N (2-[1-(2,5-dichlorophenyl)-cyclopentyl]-acetamidine hydrochloride). Yield: 62.2%. Reaction SMILES: [NH4+:1].[Cl-].C[Al](C)C.[Cl:7][C:8]1[CH:13]=[CH:12][C:11]([Cl:14])=[CH:10][C:9]=1[C:15]1([CH2:20][C:21]#[N:22])[CH2:19][CH2:18][CH2:17][CH2:16]1.C(OCC)(=O)C>C1(C)C=CC=CC=1.CCCCCC.C(Cl)(Cl)Cl>[ClH:7].[Cl:7][C:8]1[CH:13]=[CH:12][C:11]([Cl:14])=[CH:10][C:9]=1[C:15]1([CH2:20][C:21]([NH2:1])=[NH:22])[CH2:19][CH2:18][CH2:17][CH2:16]1 |f:0.1,8.9|. Procedure details: To a suspension of NH4Cl (1.939 g, 35.573 mmol) in toluene (30 mL) was added dropwise a solution of AlMe3 (2M in toluene; 9.48 mL, 18.972 mmol) at 0° C. and the mixture was stirred for 2 h at room temperature prior to the addition of a solution of [1-(2,5-dichlorophenyl)-cyclopentyl]-acetonitrile (202) in toluene (20 mL). It was then heated to 80° C. for 16 h. Silica thin layer chromatography was performed (40% ethyl acetate in hexane, Rf=0.1). The cooled reaction mixture was poured into a slurr... The reactants are ClC=1C(=CC=2N(N1)C(=NN2)C2=C(C=C(C=C2)F)F)C2(CCCCC2)C (6-chloro-3-(2,4-difluorophenyl)-7-(1-methylcyclohexyl)-1,2,4-triazolo[4,3-b]pyridazine), [H-].[Na+] (Sodium hydride), CN1N=CN=C1CO ((2-methyl-2H-1,2,4-triazol-3-yl)methanol), A-421210. Solvent: CN(C=O)C (N,N-dimethylformamide), CN(C=O)C (N,N-dimethylformamide). Reaction conditions: time 30 minute. Yields the product FC1=C(C=CC(=C1)F)C1=NN=C2N1N=C(C(=C2)C2(CCCCC2)C)OCC=2N(N=CN2)C (3-(2,4-Difluorophenyl)-7-(1-methylcyclohexyl)-6-(2-methyl-2H-1,2,4-triazol-3-ylmethoxy)-1,2,4-triazolo[4,3-b]pyridazine). RXN SMILES: [H-].[Na+].[CH3:3][N:4]1[C:8]([CH2:9][OH:10])=[N:7][CH:6]=[N:5]1.Cl[C:12]1[C:13]([C:29]2([CH3:35])[CH2:34][CH2:33][CH2:32][CH2:31][CH2:30]2)=[CH:14][C:15]2[N:16]([C:18]([C:21]3[CH:26]=[CH:25][C:24]([F:27])=[CH:23][C:22]=3[F:28])=[N:19][N:20]=2)[N:17]=1>CN(C)C=O>[F:28][C:22]1[CH:23]=[C:24]([F:27])[CH:25]=[CH:26][C:21]=1[C:18]1[N:16]2[N:17]=[C:12]([O:10][CH2:9][C:8]3[N:4]([CH3:3])[N:5]=[CH:6][N:7]=3)[C:13]([C:29]3([CH3:35])[CH2:34][CH2:33][CH2:32][CH2:31][CH2:30]3)=[CH:14][C:15]2=[N:20][N:19]=1 |f:0.1|. Procedure details: Sodium hydride (60% dispersion in oil, 13 mg, 0.33 mmol) was added to a stirred solution of (2-methyl-2H-1,2,4-triazol-3-yl)methanol (prepared using the conditions described in EP-A-421210; 37 mg, 0.33 mmol) in anhydrous N,N-dimethylformamide (5 ml) at room temperature under nitrogen. This was stirred for 30 mins and 6-chloro-3-(2,4-difluorophenyl)-7-(1-methylcyclohexyl)-1,2,4-triazolo[4,3-b]pyridazine (100 mg, 0.275 mmol) in N,N-dimethylformamide (3 ml) was then added and the mixture stirred fo... Reactants: O=C1OCC2=NC(=CC=C21)CCC=O (3-(5-Oxo-5,7-dihydro-furo[3,4-b]pyridin-2-yl)-propionaldehyde), COCCNC (N-(2-methoxyethyl)methylamine). Product: COCCN(CCCC1=CC=C2C(=N1)COC2=O)C (2-{3-[(2-Methoxy-ethyl)-methyl-amino]-propyl}-7H-furo[3,4-b]pyridin-5-one). The yield is 85.1%. RXN SMILES: [O:1]=[C:2]1[C:10]2[C:5](=[N:6][C:7]([CH2:11][CH2:12][CH:13]=O)=[CH:8][CH:9]=2)[CH2:4][O:3]1.[CH3:15][O:16][CH2:17][CH2:18][NH:19][CH3:20]>>[CH3:15][O:16][CH2:17][CH2:18][N:19]([CH3:20])[CH2:13][CH2:12][CH2:11][C:7]1[N:6]=[C:5]2[CH2:4][O:3][C:2](=[O:1])[C:10]2=[CH:9][CH:8]=1. Reported procedure: In a process similar to that described in Preparation 8, 3-(5-Oxo-5,7-dihydro-furo[3,4-b]pyridin-2-yl)-propionaldehyde (76 mg, 0.4 mmol) and N-(2-methoxyethyl)methylamine (43 μL, 0.4 mmol) are reacted to provide the title compound as pale yellow oil (90 mg, 85%). Starting materials: NS(=O)(=O)C1=CC=C(C=C1)C=1SC=C(N1)C(=O)O (2-(4-aminosulfonylphenyl)thiazole-4-carboxylic acid), CC(C)(OC(=O)C1=CC(=C(C#N)C=C1)N)C (4-[(1,1-dimethylethoxy)carbonyl]-aminobenzonitrile), S (H2S), BrCC(C(=O)OCC)=O (ethyl bromopyruvate). The product is C(=O)(OC(C)(C)C)C1=CC(=C(C=C1)C=1SC=C(N1)C(=O)O)N (2-(4-Boc-aminophenyl)-thiazole-4-carboxylic acid). Reaction SMILES: NS(C1C=CC(C2[S:12][CH:13]=[C:14]([C:16]([OH:18])=[O:17])N=2)=CC=1)(=O)=O.[CH3:19][C:20]([CH3:34])([O:22][C:23]([C:25]1[CH:32]=[CH:31][C:28]([C:29]#[N:30])=[C:27]([NH2:33])[CH:26]=1)=[O:24])[CH3:21].S.BrCC(=O)C(OCC)=O>>[C:23]([C:25]1[CH:32]=[CH:31][C:28]([C:29]2[S:12][CH:13]=[C:14]([C:16]([OH:18])=[O:17])[N:30]=2)=[C:27]([NH2:33])[CH:26]=1)([O:22][C:20]([CH3:34])([CH3:19])[CH3:21])=[O:24]. Procedure: In a manner similar to that described for the preparation of 2-(4-aminosulfonylphenyl)thiazole-4-carboxylic acid, 4-[(1,1-dimethylethoxy)carbonyl]-aminobenzonitrile was treated with H2S, ethyl bromopyruvate, and LIOH successively to give the title compound. MS m/z: 321 (M+H). The reactants are NC(C)C1=C(C=C2C(CCC(C2=C1)(C)C)(C)C)CC (7-(α-aminoethyl)-6-ethyl-1,1,4,4-tetramethyl-1,2,3,4-tetrahydronaphthalene), Cl.CC(C1=CC=C(C=C1)CCC1=CC=CC=C1)N (α-methyl-ρ-phenethylbenzylamine hydrochloride). Product: Cl.C(C)C1=C(C=C2C(CCC(C2=C1)(C)C)(C)C)C(C)N=C1NCCCCC1 (2-[1-(7-ethyl-1,2,3,4-tetrahydro-1,1,4,4-tetramethyl-6-naphthyl)ethylimino]hexahydro-1H-azepine hydrochloride). As a reaction SMILES: [NH2:1][CH:2]([C:4]1[CH:13]=[C:12]2[C:7]([C:8]([CH3:17])([CH3:16])[CH2:9][CH2:10][C:11]2([CH3:15])[CH3:14])=[CH:6][C:5]=1[CH2:18][CH3:19])[CH3:3].[ClH:20].C[CH:22]([NH2:37])[C:23]1C=[CH:27][C:26](CCC2C=CC=CC=2)=[CH:25][CH:24]=1>>[ClH:20].[CH2:18]([C:5]1[CH:6]=[C:7]2[C:12]([C:11]([CH3:15])([CH3:14])[CH2:10][CH2:9][C:8]2([CH3:17])[CH3:16])=[CH:13][C:4]=1[CH:2]([N:1]=[C:22]1[CH2:23][CH2:24][CH2:25][CH2:26][CH2:27][NH:37]1)[CH3:3])[CH3:19] |f:1.2,3.4|. Procedure: Following essentially the same procedure described in Example IV above and substituting 7-(α-aminoethyl)-6-ethyl-1,1,4,4-tetramethyl-1,2,3,4-tetrahydronaphthalene for the α-methyl-ρ-phenethylbenzylamine hydrochloride above, results in the formation of 2-[1-(7-ethyl-1,2,3,4-tetrahydro-1,1,4,4-tetramethyl-6-naphthyl)ethylimino]hexahydro-1H-azepine hydrochloride, having a M.P. of 246.5°-7.5° C. (dec.)